This data is from the Open Reaction Database (ORD), a public repository of structured organic reaction records. The task is: describe an organic reaction: reactants, conditions, products, and yield Reactants: CCO, CC(=O)NCc1cnc(N2CCNC(C)C2)c(Cl)c1, FC(F)(F)c1ccc2nc(Cl)[nH]c2c1. Product: CC(=O)NCc1cnc(N2CCN(c3nc4cc(C(F)(F)F)ccc4[nH]3)C(C)C2)c(Cl)c1. RXN SMILES: [CH3:34][CH2:35][OH:36].[Cl:15][c:16]1[cH:17][c:18]([CH2:29][NH:30][C:31]([CH3:32])=[O:33])[cH:19][n:20][c:21]1[N:22]1[CH2:23][CH:24]([CH3:28])[NH:25][CH2:26][CH2:27]1.[Cl:1][c:2]1[n:3][c:4]2[c:5]([nH:6]1)[cH:7][c:8]([C:11]([F:12])([F:13])[F:14])[cH:9][cH:10]2>>[c:2]1([N:25]2[CH:24]([CH3:28])[CH2:23][N:22]([c:21]3[c:16]([Cl:15])[cH:17][c:18]([CH2:29][NH:30][C:31]([CH3:32])=[O:33])[cH:19][n:20]3)[CH2:27][CH2:26]2)[nH:3][c:4]2[c:5]([n:6]1)[cH:7][c:8]([C:11]([F:12])([F:13])[F:14])[cH:9][cH:10]2. Starting materials: BrC1=C(C=C(C=C1)C(C)C)OC (1-bromo-4-isopropyl-2-methoxy-benzene), BrC1=C(C=C(C=C1)OC)C(C)C (1-bromo-2-isopropyl-4-methoxy-benzene), ClC(OC)Cl (dichloromethoxymethane), Cl (HCl). The reagents and catalysts are Cl[Ti](Cl)(Cl)Cl (TiCl4). Solvent: ClCCCl (1,2 dichloroethane). Run at time 10 minute. The product is BrC=1C(=CC(=C(C=O)C1)C(C)C)OC (5-bromo-2-isopropyl-4-methoxy-benzaldehyde), BrC=1C(=CC(=C(C=O)C1)OC)C(C)C (5-bromo-4-isopropyl-2-methoxy-benzaldehyde). RXN SMILES: [Br:1][C:2]1[CH:7]=[CH:6][C:5]([CH:8]([CH3:10])[CH3:9])=[CH:4][C:3]=1[O:11][CH3:12].[Br:13][C:14]1[CH:19]=[CH:18][C:17]([O:20][CH3:21])=[CH:16][C:15]=1[CH:22]([CH3:24])[CH3:23].Cl[CH:26](Cl)[O:27]C.Cl>ClCCCl.Cl[Ti](Cl)(Cl)Cl>[Br:1][C:2]1[C:3]([O:11][CH3:12])=[CH:4][C:5]([CH:8]([CH3:10])[CH3:9])=[C:6]([CH:7]=1)[CH:17]=[O:20].[Br:13][C:14]1[C:15]([CH:22]([CH3:24])[CH3:23])=[CH:16][C:17]([O:20][CH3:21])=[C:18]([CH:19]=1)[CH:26]=[O:27]. Reported procedure: To a solution of 1-bromo-4-isopropyl-2-methoxy-benzene and 1-bromo-2-isopropyl-4-methoxy-benzene from step 2 (6.621 g, 28.9 mmol) in 100 mL 1,2 dichloroethane was added TiCl4 (6.3 mL, 57.8 mmol) at 0° C. After 10 minutes, dichloromethoxymethane (Cl2CHOMe) (2.6 mL, 28.9 mmol) was added and the mixture was warmed to reflux. After 3 hours the mixture was cooled poured over ice and acidified with 50 mL 2 M HCl. The resulting slurry was extracted with CH2Cl2, and washed with brine. The combined organ... Starting materials: C(C1=CC=CC=C1)OCC(CCC1SCCCS1)=O (1-benzyloxy-4-(1,3-dithian-2-yl)-butan-2-one), C(CO)O (ethylene glycol), C1(=CC=C(C=C1)S(=O)(=O)O)C (p-toluenesulfonic acid). Solvent: C1=CC=CC=C1 (benzene). Conditions: time 1 hour. Product: C(C1=CC=CC=C1)OCC1(CCC2SCCCS2)OCCO1 (1-benzyloxy-2,2-ethylenedioxy-4-(1,3-dithian-2-yl)-butane). RXN SMILES: [CH2:1]([O:8][CH2:9][C:10](=[O:19])[CH2:11][CH2:12][CH:13]1[S:18][CH2:17][CH2:16][CH2:15][S:14]1)[C:2]1[CH:7]=[CH:6][CH:5]=[CH:4][CH:3]=1.[CH2:20](O)[CH2:21][OH:22].C1(C)C=CC(S(O)(=O)=O)=CC=1>C1C=CC=CC=1>[CH2:1]([O:8][CH2:9][C:10]1([O:22][CH2:21][CH2:20][O:19]1)[CH2:11][CH2:12][CH:13]1[S:18][CH2:17][CH2:16][CH2:15][S:14]1)[C:2]1[CH:3]=[CH:4][CH:5]=[CH:6][CH:7]=1. Reported procedure: Treatment of 1-benzyloxy-4-(1,3-dithian-2-yl)-butan-2-one (89.8 g) in benzene (3.5 l) with distilled ethylene glycol (220 ml) and p-toluenesulfonic acid (11.7 g) at reflux temperature in a Dean-Stark apparatus for 18 hours gives a mixture which is concentrated to 500 ml in vacuo and allowed to stir for one hour. After the addition of sodium carbonate (10 g), the mixture is then partitioned between ether (300 ml) and brine (300 ml). The aqueous phase is extracted with ether (600 ml) and the combi... Starting materials: ClC1=C(C=C(C=C1)OC1=C(C=C(C=C1F)CCO)F)C(F)(F)F (2-(4-{[4-chloro-3-(trifluoromethyl)phenyl]oxy}-3,5-difluorophenyl)ethanol), N#CN (cyanamide), FC(S(=O)(=O)O)(F)F (trifluoromethanesulfonic acid). The solvent is C1CCOC1 (THF). Conditions: temperature 60 celsius, time 4 hour. The product is OS(=O)(=O)C(F)(F)F.C(N)(OCCC1=CC(=C(C(=C1)F)OC1=CC(=C(C=C1)Cl)C(F)(F)F)F)=N (2-(4-{[4-Chloro-3-(trifluoromethyl)phenyl]oxy}-3,5-difluorophenyl)ethyl imidocarbamate triflate). The yield is 31.3%. As a reaction SMILES: [Cl:1][C:2]1[CH:7]=[CH:6][C:5]([O:8][C:9]2[C:14]([F:15])=[CH:13][C:12]([CH2:16][CH2:17][OH:18])=[CH:11][C:10]=2[F:19])=[CH:4][C:3]=1[C:20]([F:23])([F:22])[F:21].[N:24]#[C:25][NH2:26].[F:27][C:28]([F:34])([F:33])[S:29]([OH:32])(=[O:31])=[O:30]>C1COCC1>[OH:32][S:29]([C:28]([F:34])([F:33])[F:27])(=[O:31])=[O:30].[C:25](=[NH:24])([O:18][CH2:17][CH2:16][C:12]1[CH:13]=[C:14]([F:15])[C:9]([O:8][C:5]2[CH:6]=[CH:7][C:2]([Cl:1])=[C:3]([C:20]([F:23])([F:22])[F:21])[CH:4]=2)=[C:10]([F:19])[CH:11]=1)[NH2:26] |f:4.5|. Procedure: To a solution of 2-(4-{[4-chloro-3-(trifluoromethyl)phenyl]oxy}-3,5-difluorophenyl)ethanol (3.1 g, 8.79 mmol) and cyanamide (0.443 g, 10.55 mmol) in anhydrous THF (20 mL) was added trifluoromethanesulfonic acid (1.873 mL, 21.10 mmol) at 0° C. The reaction mixture was stirred at 60° C. for 4 h. Purification via reverse phase Biotage then afforded the title compound as a white solid (1.5 g, 31.3% yield). LCMS: rt=3.64 min, [M+H+]=395